From a dataset of the Open Reaction Database (ORD), a public repository of structured organic reaction records. describe an organic reaction: reactants, conditions, products, and yield The reactants are Cl.ClC=1C=C(C=CC1C1CC(CC(C1)(C)C)(C)C)C#CCN1CCCCCC1 (1-{3-[3-Chloro-4-(3,3,5,5-tetramethylcyclohexyl)phenyl]prop-2-ynyl}azepane hydrochloride), C(C)O (ethanol). The reagents and catalysts are [Pd] (palladium on charcoal). The solvent is C(C)OCC (diethyl ether). Product: Cl.ClC=1C=C(C=CC1C1CC(CC(C1)(C)C)(C)C)CCCN1CCCCCC1 (1-{3-[3-Chloro-4-(3,3,5,5-tetramethylcyclohexyl)phenyl]propyl}azepane hydrochloride). Isolated yield 59.0%. As a reaction SMILES: Cl.[Cl:2][C:3]1[CH:4]=[C:5]([C:19]#[C:20][CH2:21][N:22]2[CH2:28][CH2:27][CH2:26][CH2:25][CH2:24][CH2:23]2)[CH:6]=[CH:7][C:8]=1[CH:9]1[CH2:14][C:13]([CH3:16])([CH3:15])[CH2:12][C:11]([CH3:18])([CH3:17])[CH2:10]1.C(O)C>[Pd].C(OCC)C>[ClH:2].[Cl:2][C:3]1[CH:4]=[C:5]([CH2:19][CH2:20][CH2:21][N:22]2[CH2:23][CH2:24][CH2:25][CH2:26][CH2:27][CH2:28]2)[CH:6]=[CH:7][C:8]=1[CH:9]1[CH2:10][C:11]([CH3:18])([CH3:17])[CH2:12][C:13]([CH3:15])([CH3:16])[CH2:14]1 |f:0.1,5.6|. Reported procedure: 3.6 g of the compound of EXAMPLE 1 are hydrogenated in the presence of 0.36 g of 10% palladium on charcoal and 50 ml of ethanol. The reaction mixture is filtered, and the filtrate is evaporated off under reduced pressure. The oily residue obtained is taken up in diethyl ether and hydrochloric acid is bubbled through. The precipitate obtained is filtered off and dried; yield=59%; m.p.=215° C. (HCl). The reactants are COC(=O)CBr, Oc1ccc(CCNCc2ccccc2)cc1, COCCOC, CC(C)(C)[O-], [K+]. The product is COC(=O)COc1ccc(CCNCc2ccccc2)cc1. RXN SMILES: [Br:24][CH2:25][C:26](=[O:27])[O:28][CH3:29].[CH2:1]([c:2]1[cH:3][cH:4][cH:5][cH:6][cH:7]1)[NH:8][CH2:9][CH2:10][c:11]1[cH:12][cH:13][c:14]([OH:17])[cH:15][cH:16]1.[CH2:30]([CH2:31][O:32][CH3:33])[O:34][CH3:35].[CH3:18][C:19]([CH3:20])([O-:21])[CH3:22].[K+:23]>>[CH2:1]([c:2]1[cH:3][cH:4][cH:5][cH:6][cH:7]1)[NH:8][CH2:9][CH2:10][c:11]1[cH:12][cH:13][c:14]([O:17][CH2:25][C:26](=[O:27])[O:28][CH3:29])[cH:15][cH:16]1.